Dataset: the Open Reaction Database (ORD), a public repository of structured organic reaction records. Task: describe an organic reaction: reactants, conditions, products, and yield Starting materials: CN(C1CCC(OCCC(=O)O)CC1)S(=O)(=O)c1ccc(C(F)(F)F)cc1, CNCCN(C)C, CCN=C=NCCCN(C)C, ClCCl, On1nnc2ccccc21. Product: CN(C)CCN(C)C(=O)CCOC1CCC(N(C)S(=O)(=O)c2ccc(C(F)(F)F)cc2)CC1. RXN SMILES: [CH3:1][N:2]([CH:3]1[CH2:4][CH2:5][CH:6]([O:9][CH2:10][CH2:11][C:12](=[O:13])[OH:14])[CH2:7][CH2:8]1)[S:15](=[O:16])(=[O:17])[c:18]1[cH:19][cH:20][c:21]([C:24]([F:25])([F:26])[F:27])[cH:22][cH:23]1.[CH3:28][N:29]([CH2:30][CH2:31][NH:32][CH3:33])[CH3:34].[CH3:35][CH2:36][N:37]=[C:38]=[N:39][CH2:40][CH2:41][CH2:42][N:43]([CH3:44])[CH3:45].[Cl:56][CH2:57][Cl:58].[OH:46][n:47]1[c:48]2[c:49]([cH:50][cH:51][cH:52][cH:53]2)[n:54][n:55]1>>[CH3:1][N:2]([CH:3]1[CH2:4][CH2:5][CH:6]([O:9][CH2:10][CH2:11][C:12](=[O:14])[N:32]([CH2:31][CH2:30][N:29]([CH3:28])[CH3:34])[CH3:33])[CH2:7][CH2:8]1)[S:15](=[O:16])(=[O:17])[c:18]1[cH:19][cH:20][c:21]([C:24]([F:25])([F:26])[F:27])[cH:22][cH:23]1. Starting materials: [Al+3], NC(=O)CCc1ccc(Br)cc1, [H-], [H-], [H-], [H-], [Li+], [Na+], C1CCOC1, [OH-]. The product is NCCCc1ccc(Br)cc1. As a reaction SMILES: [Al+3:14].[Br:1][c:2]1[cH:3][cH:4][c:5]([CH2:8][CH2:9][C:10](=[O:11])[NH2:12])[cH:6][cH:7]1.[H-:13].[H-:16].[H-:17].[H-:18].[Li+:15].[Na+:20].[O:21]1[CH2:22][CH2:23][CH2:24][CH2:25]1.[OH-:19]>>[Br:1][c:2]1[cH:3][cH:4][c:5]([CH2:8][CH2:9][CH2:10][NH2:12])[cH:6][cH:7]1. Reactants: O=C([O-])[O-], CN(C)C=O, [K+], [K+], O=[N+]([O-])c1c(OCCCBr)ccc2c1CCCC2, O, c1ccc(N2CCNCC2)cc1. The product is O=[N+]([O-])c1c(OCCCN2CCN(c3ccccc3)CC2)ccc2c1CCCC2. As a reaction SMILES: [C:13](=[O:14])([O-:15])[O-:16].[CH3:19][N:20]([CH3:21])[CH:22]=[O:23].[K+:17].[K+:18].[N+:24](=[O:25])([O-:26])[c:27]1[c:28]([O:37][CH2:38][CH2:39][CH2:40][Br:41])[cH:29][cH:30][c:31]2[c:36]1[CH2:35][CH2:34][CH2:33][CH2:32]2.[OH2:42].[c:1]1([N:7]2[CH2:8][CH2:9][NH:10][CH2:11][CH2:12]2)[cH:2][cH:3][cH:4][cH:5][cH:6]1>>[c:1]1([N:7]2[CH2:8][CH2:9][N:10]([CH2:40][CH2:39][CH2:38][O:37][c:28]3[c:27]([N+:24](=[O:25])[O-:26])[c:36]4[c:31]([cH:30][cH:29]3)[CH2:32][CH2:33][CH2:34][CH2:35]4)[CH2:11][CH2:12]2)[cH:2][cH:3][cH:4][cH:5][cH:6]1. Starting materials: C(C)OC(=O)C=1C(N(C2=NC(=CC=C2C1Cl)C)C)=O (4-chloro-1,7-dimethyl-1,2-dihydro-2-oxo-1,8-naphthyridine-3-carboxylic acid ethyl ester), Cl (hydrochloride), hemihydrate, CN1CCNCC1 (N-methylpiperazine), C([O-])([O-])=O.[Na+].[Na+] (sodium carbonate). Run in C(C)O (ethanol). The product is C(C)OC(=O)C=1C(N(C2=NC(=CC=C2C1N1CCN(CC1)C)C)C)=O (1,7-Dimethyl-1,2-Dihydro-4-(4-Methyl-1-Piperazinyl)-2-Oxo-1,8-Naphthyridine-3-Carboxylic Acid Ethyl Ester). RXN SMILES: [CH2:1]([O:3][C:4]([C:6]1[C:7](=[O:19])[N:8]([CH3:18])[C:9]2[C:14]([C:15]=1Cl)=[CH:13][CH:12]=[C:11]([CH3:17])[N:10]=2)=[O:5])[CH3:2].[CH3:20][N:21]1[CH2:26][CH2:25][NH:24][CH2:23][CH2:22]1.C(=O)([O-])[O-].[Na+].[Na+].Cl>C(O)C>[CH2:1]([O:3][C:4]([C:6]1[C:7](=[O:19])[N:8]([CH3:18])[C:9]2[C:14]([C:15]=1[N:24]1[CH2:25][CH2:26][N:21]([CH3:20])[CH2:22][CH2:23]1)=[CH:13][CH:12]=[C:11]([CH3:17])[N:10]=2)=[O:5])[CH3:2] |f:2.3.4|. Reported procedure: A stirred mixture of 5.3 g. (0.019 mole) of 4-chloro-1,7-dimethyl-1,2-dihydro-2-oxo-1,8-naphthyridine-3-carboxylic acid ethyl ester, 1.9 g. (0.019 mole) of N-methylpiperazine and 1.9 g. (0.019 mole) of sodium carbonate in 100 ml. of ethanol was heated under reflux for 5 hours. The mixture was filtered and the filtrate was evaporated in a rotary evaporator. The residue was triturated with 150 ml. of 10% aqueous sodium carbonate and was extracted with 150 ml. of ether. The ether layer was dried ov... Reactants: NC=1C=C(OC=2C=C(C=CC2)NC(OC(C)(C)C)=O)C=CC1[N+](=O)[O-] (tert-Butyl [3-(3-amino-4-nitrophenoxy)phenyl]carbamate). Reagents/catalysts: [C].[Pd] (palladium-carbon). Run in O1CCCC1 (tetrahydrofuran), CO (methanol). Yields the product NC=1C=C(OC=2C=C(C=CC2)NC(OC(C)(C)C)=O)C=CC1N (tert-butyl [3-(3,4-diaminophenoxy)phenyl]carbamate). The yield is 105.1%. RXN SMILES: [NH2:1][C:2]1[CH:3]=[C:4]([CH:20]=[CH:21][C:22]=1[N+:23]([O-])=O)[O:5][C:6]1[CH:7]=[C:8]([NH:12][C:13](=[O:19])[O:14][C:15]([CH3:18])([CH3:17])[CH3:16])[CH:9]=[CH:10][CH:11]=1>O1CCCC1.CO.[C].[Pd]>[NH2:1][C:2]1[CH:3]=[C:4]([CH:20]=[CH:21][C:22]=1[NH2:23])[O:5][C:6]1[CH:7]=[C:8]([NH:12][C:13](=[O:19])[O:14][C:15]([CH3:18])([CH3:17])[CH3:16])[CH:9]=[CH:10][CH:11]=1 |f:3.4|. Procedure: tert-Butyl [3-(3-amino-4-nitrophenoxy)phenyl]carbamate (5.51 g, 15.6 mmol) and 10% palladium-carbon (875 mg) were dissolved in tetrahydrofuran (20 mL) and methanol (100 mL), and the mixture was stirred at room temperature for 18 hr under a hydrogen atmosphere (3 atm). Palladium-carbon was filtered off, and the filtrate was concentrated under reduced pressure to give the title compound (5.17 g) as a purple amorphous substance.